Dataset: the Open Reaction Database (ORD), a public repository of structured organic reaction records. Task: describe an organic reaction: reactants, conditions, products, and yield Procedure: N-(2-t-Butoxycarbonylaminophenyl)-4-(3-cyano-5-formylpyridin-2-yl)benzamide (0.80 g, 1.8 mmol; prepared as described in Method 15 below) and ethylamine (1.4 ml of a 1.0M solution in THF, 1.4 mmol) were dissolved in dichloromethane (15 ml). Titanium (IV) isopropoxide (1.55 g, 1.62 ml, 5.4 mmol) was added and the mixture stirred at ambient temperature for 1 hour. Sodium borohydride (342 mg) and methanol (3 ml) were then added and the mixture stirred for a further 30 minutes. Water (20 ml) then a s... Starting materials: C(C)(C)(C)OC(=O)NC1=C(C=CC=C1)NC(C1=CC=C(C=C1)C1=NC=C(C=C1C#N)C=O)=O (N-(2-t-Butoxycarbonylaminophenyl)-4-(3-cyano-5-formylpyridin-2-yl)benzamide), C(C)N (ethylamine), solution, C([O-])(O)=O.[Na+] (sodium bicarbonate), [BH4-].[Na+] (Sodium borohydride). The product is C(#N)C=1C(=NC=C(C1)CNCC)C1=CC=C(C(=O)NC2=C(C=CC=C2)NC(OC(C)(C)C)=O)C=C1 (t-butyl {2-[(4-{3-cyano-5-[(ethylamino)methyl]pyridin-2-yl}benzoyl)amino]phenyl}carbamate). The reagents and catalysts are CC([O-])C.[Ti+4].CC([O-])C.CC([O-])C.CC([O-])C (Titanium (IV) isopropoxide). Run at time 1 hour. RXN SMILES: [C:1]([O:5][C:6]([NH:8][C:9]1[CH:14]=[CH:13][CH:12]=[CH:11][C:10]=1[NH:15][C:16](=[O:33])[C:17]1[CH:22]=[CH:21][C:20]([C:23]2[C:28]([C:29]#[N:30])=[CH:27][C:26]([CH:31]=O)=[CH:25][N:24]=2)=[CH:19][CH:18]=1)=[O:7])([CH3:4])([CH3:3])[CH3:2].[CH2:34]([NH2:36])[CH3:35].[BH4-].[Na+].C(=O)(O)[O-].[Na+]>C1COCC1.ClCCl.CC(C)[O-].[Ti+4].CC(C)[O-].CC(C)[O-].CC(C)[O-].O.CO>[C:29]([C:28]1[C:23]([C:20]2[CH:19]=[CH:18][C:17]([C:16]([NH:15][C:10]3[CH:11]=[CH:12][CH:13]=[CH:14][C:9]=3[NH:8][C:6](=[O:7])[O:5][C:1]([CH3:2])([CH3:4])[CH3:3])=[O:33])=[CH:22][CH:21]=2)=[N:24][CH:25]=[C:26]([CH2:31][NH:36][CH2:34][CH3:35])[CH:27]=1)#[N:30] |f:2.3,4.5,8.9.10.11.12|. Run in C1CCOC1 (THF), ClCCl (dichloromethane), O (Water), CO (methanol).